From a dataset of the Open Reaction Database (ORD), a public repository of structured organic reaction records. describe an organic reaction: reactants, conditions, products, and yield Starting materials: CCCC(Oc1cc(N2C(=O)C3=C(CCCC3)C2=O)ccc1Br)C(=O)O, O=C(CBr)c1ccccc1, CC#N, [F-], [K+]. The product is CCCC(Oc1cc(N2C(=O)C3=C(CCCC3)C2=O)ccc1Br)C(=O)OCC(=O)c1ccccc1. As a reaction SMILES: [Br:1][c:2]1[c:3]([O:19][CH:20]([CH2:21][CH2:22][CH3:23])[C:24](=[O:25])[OH:26])[cH:4][c:5]([N:8]2[C:9](=[O:18])[C:10]3=[C:11]([C:12]2=[O:13])[CH2:14][CH2:15][CH2:16][CH2:17]3)[cH:6][cH:7]1.[Br:27][CH2:28][C:29](=[O:30])[c:31]1[cH:32][cH:33][cH:34][cH:35][cH:36]1.[CH3:39][C:40]#[N:41].[F-:37].[K+:38]>>[Br:1][c:2]1[c:3]([O:19][CH:20]([CH2:21][CH2:22][CH3:23])[C:24](=[O:25])[O:26][CH2:28][C:29](=[O:30])[c:31]2[cH:32][cH:33][cH:34][cH:35][cH:36]2)[cH:4][c:5]([N:8]2[C:9](=[O:18])[C:10]3=[C:11]([C:12]2=[O:13])[CH2:14][CH2:15][CH2:16][CH2:17]3)[cH:6][cH:7]1. Reactants: COC=Cc1nc(Br)[nH]c1C(=O)OC, Cl, [Li+], C1CCOC1, [OH-], O. Yields the product COC=Cc1nc(Br)[nH]c1C(=O)O. Reaction SMILES: [Br:3][c:4]1[n:5][c:6]([CH:13]=[CH:14][O:15][CH3:16])[c:7]([C:9](=[O:10])[O:11][CH3:12])[nH:8]1.[ClH:17].[Li+:1].[O:19]1[CH2:20][CH2:21][CH2:22][CH2:23]1.[OH-:2].[OH2:18]>>[Br:3][c:4]1[n:5][c:6]([CH:13]=[CH:14][O:15][CH3:16])[c:7]([C:9](=[O:10])[OH:11])[nH:8]1.